From a dataset of the Open Reaction Database (ORD), a public repository of structured organic reaction records. describe an organic reaction: reactants, conditions, products, and yield Reactants: ClC=1C=CC(=C(C1)C1=CC=C(C=C1)CN(NC(=O)C1=CC(=NO1)OC)C[C@H](C(=O)O)O)F ((R)-3-[N-(5′-Chloro-2′-fluorobiphenyl-4-ylmethyl)-N′-(3-methoxyisoxazole-5-carbonyl)hydrazino]-2-hydroxypropionic acid), C(Cl)Cl (DCM), FC(CO)(C(F)(F)F)F (2,2,3,3,3-pentafluoro-1-propanol), C(CCl)Cl (EDC), C1=CC=C2C(=C1)N=NN2O.O (HOBt hydrate), C(=O)(C(F)(F)F)O (TFA). Run at time 10 minute. Yields the product FC(COC([C@@H](CN(NC(=O)C1=CC(=NO1)OC)CC1=CC=C(C=C1)C1=C(C=CC(=C1)Cl)F)O)=O)(C(F)(F)F)F ((R)-3-[N-(5′-Chloro-2′-fluorobiphenyl-4-ylmethyl)-N′-(3-methoxyisoxazole-5-carbonyl)hydrazino]-2-hydroxypropionic acid 2,2,3,3,3-pentafluoropropyl Ester). The yield is 23.0%. RXN SMILES: [Cl:1][C:2]1[CH:3]=[CH:4][C:5]([F:32])=[C:6]([C:8]2[CH:13]=[CH:12][C:11]([CH2:14][N:15]([CH2:26][C@@H:27]([OH:31])[C:28]([OH:30])=[O:29])[NH:16][C:17]([C:19]3[O:23][N:22]=[C:21]([O:24][CH3:25])[CH:20]=3)=[O:18])=[CH:10][CH:9]=2)[CH:7]=1.C(Cl)CCl.C1C=C2N=NN(O)C2=CC=1.O.C(Cl)Cl.[F:51][C:52]([F:59])([C:55]([F:58])([F:57])[F:56])[CH2:53]O.C(O)(C(F)(F)F)=O>>[F:51][C:52]([F:59])([C:55]([F:58])([F:57])[F:56])[CH2:53][O:29][C:28](=[O:30])[C@H:27]([OH:31])[CH2:26][N:15]([CH2:14][C:11]1[CH:10]=[CH:9][C:8]([C:6]2[CH:7]=[C:2]([Cl:1])[CH:3]=[CH:4][C:5]=2[F:32])=[CH:13][CH:12]=1)[NH:16][C:17]([C:19]1[O:23][N:22]=[C:21]([O:24][CH3:25])[CH:20]=1)=[O:18] |f:2.3|. Procedure: (R)-3-[N-(5′-Chloro-2′-fluorobiphenyl-4-ylmethyl)-N′-(3-methoxyisoxazole-5-carbonyl)hydrazino]-2-hydroxypropionic acid (20 mg, 43 μmol), EDC (40.16 mg, 0.2587 mmol), and HOBt hydrate (39.62 mg, 0.2587 mmol) were combined in DCM (0.5 mL, 8 mmol) and stirred at room temperature. After 10 minutes, 2,2,3,3,3-pentafluoro-1-propanol (51.8 mg, 345 μmol) was added. The resulting mixture was stirred at room temperature overnight to yield the title compound (5.9 mg, purity 100%) as a TFA salt. MS m/z [M+H...